From a dataset of the Open Reaction Database (ORD), a public repository of structured organic reaction records. describe an organic reaction: reactants, conditions, products, and yield The reactants are C([O-])(O)=O.[Na+] (sodium bicarbonate), 10.6, ClC1=CC=C(C=C1)N1N=C2C(=C1O)CSCC2 (2-(4-chlorophenyl)-3-hydroxy-2,4,6,7-tetrahydro-thiopyrano[4,3-c]pyrazole), P(=O)(Br)(Br)Br (phosphorous oxybromide). The solvent is C=1(C(=CC=CC1)C)C (xylene). Reaction conditions: time 12 hour. Yields the product BrC1=C2C(=NN1C1=CC=C(C=C1)Cl)CCSC2 (3-bromo-2-(4-chlorophenyl)-2,4,6,7-tetrahydrothiopyrano[4,3-c]pyrazole). As a reaction SMILES: [Cl:1][C:2]1[CH:7]=[CH:6][C:5]([N:8]2[C:12](O)=[C:11]3[CH2:14][S:15][CH2:16][CH2:17][C:10]3=[N:9]2)=[CH:4][CH:3]=1.P(Br)(Br)([Br:20])=O.C(=O)(O)[O-].[Na+]>C1(C)C(C)=CC=CC=1>[Br:20][C:12]1[N:8]([C:5]2[CH:6]=[CH:7][C:2]([Cl:1])=[CH:3][CH:4]=2)[N:9]=[C:10]2[CH2:17][CH2:16][S:15][CH2:14][C:11]=12 |f:2.3|. Procedure: A mixture of 10.6 parts of 2-(4-chlorophenyl)-3-hydroxy-2,4,6,7-tetrahydro-thiopyrano[4,3-c]pyrazole, prepared according to the method of Example 1, and 12 parts of phosphorous oxybromide in 120 parts of xylene was refluxed for 7 hours and then stirred at room temperature for 12 hours. The suspension was neutralized with 5% sodium bicarbonate followed by extraction with chloroform (3 × 100 parts). The chloroform solution was washed with a saturated NaCl solution, dried over anhydrous magnesium s... Starting materials: FC1=C(C=C(C=C1)OC)\C=C(\C(=O)O)/S ((2Z)-3-(2-Fluoro-5-methoxyphenyl)-2-mercapto-2-propenoic acid), II (iodine), S(=O)(=O)([O-])S(=O)[O-].[Na+].[Na+] (sodium metabisulphite), CCOCC (ether). The solvent is C(OC)COC (dimethoxyethane). Conditions: temperature 160 celsius. The product is FC1=CC=C(C2=C1C=C(S2)C(=O)O)OC (4-Fluoro-7-methoxy-1-benzothiophene-2-carboxylic acid). Yield: 58.5%. RXN SMILES: [F:1][C:2]1[CH:7]=[CH:6][C:5]([O:8][CH3:9])=[CH:4][C:3]=1/[CH:10]=[C:11](\[SH:15])/[C:12]([OH:14])=[O:13].II.S(S([O-])=O)([O-])(=O)=O.[Na+].[Na+].CCOCC>C(COC)OC>[F:1][C:2]1[C:3]2[CH:10]=[C:11]([C:12]([OH:14])=[O:13])[S:15][C:4]=2[C:5]([O:8][CH3:9])=[CH:6][CH:7]=1 |f:2.3.4|. Procedure: (2Z)-3-(2-Fluoro-5-methoxyphenyl)-2-mercapto-2-propenoic acid (1.00 g, 4.38 mmol) was added in one portion to a solution of iodine (1.66 g, 6.56 mmol) in dimethoxyethane (10 mL). This was heated in the microwave with 300 W at 160° C. for 10 mins. After this time the reaction was allowed to cool to room temperature and poured onto saturated sodium metabisulphite (200 mL) and ether (400 mL). Ether layer was separated and product extracted with aqueous sodium hydroxide (2 N, 2×100 mL). This was the... Reactants: ClCCl, CNC(=O)CO, CCN(C(C)C)C(C)C, O=C(Cl)Oc1ccc([N+](=O)[O-])cc1, NCc1ccc(-c2ccccc2)cc1. Product: CNC(=O)COC(=O)NCc1ccc(-c2ccccc2)cc1. Reaction SMILES: [CH2:43]([Cl:44])[Cl:45].[CH3:1][NH:2][C:3]([CH2:4][OH:5])=[O:6].[CH:20]([N:21]([CH2:22][CH3:23])[CH:24]([CH3:25])[CH3:26])([CH3:27])[CH3:28].[Cl:7][C:8](=[O:9])[O:10][c:11]1[cH:12][cH:13][c:14]([N+:15]([O-:16])=[O:17])[cH:18][cH:19]1.[c:29]1(-[c:35]2[cH:36][cH:37][c:38]([CH2:39][NH2:40])[cH:41][cH:42]2)[cH:30][cH:31][cH:32][cH:33][cH:34]1>>[CH3:1][NH:2][C:3]([CH2:4][O:5][C:8](=[O:9])[NH:40][CH2:39][c:38]1[cH:37][cH:36][c:35](-[c:29]2[cH:30][cH:31][cH:32][cH:33][cH:34]2)[cH:42][cH:41]1)=[O:6]. Reactants: Br, COc1ccc2c(C(=O)O)n[nH]c2c1. Yields the product O=C(O)c1n[nH]c2cc(O)ccc12. Reaction SMILES: [BrH:15].[CH3:1][O:2][c:3]1[cH:4][cH:5][c:6]2[c:7]([C:12](=[O:13])[OH:14])[n:8][nH:9][c:10]2[cH:11]1>>[OH:2][c:3]1[cH:4][cH:5][c:6]2[c:7]([C:12](=[O:13])[OH:14])[n:8][nH:9][c:10]2[cH:11]1. Reactants: [C-]#N.[K+] (potassium cyanide), ClC1=NC=CC=C1CCl (2-chloro-3-(chloromethyl)pyridine), ClC1=NC=CC=C1CCl (2-chloro-3-(chloromethyl)pyridine). Run in CCO (EtOH), O (water), CCO (EtOH). The product is ClC1=NC=CC=C1CC#N ((2-Chloropyridin-3-yl)acetonitrile). RXN SMILES: [C-:1]#[N:2].[K+].[Cl:4][C:5]1[C:10]([CH2:11]Cl)=[CH:9][CH:8]=[CH:7][N:6]=1>CCO.O>[Cl:4][C:5]1[C:10]([CH2:11][C:1]#[N:2])=[CH:9][CH:8]=[CH:7][N:6]=1 |f:0.1|. Procedure details: In a 3 L reactor, set for reflux under positive nitrogen pressure and using a bleach scrubber, was prepared a solution of potassium cyanide (68.32 g, 1.04M) in EtOH (136 mL) and water (255 mL). The mixture was heated to reflux, at which point a solution of 2-chloro-3-(chloromethyl)pyridine (Intermediate 1; 170.0 g, 1.04M) in EtOH (170 mL) was added dropwise over 30 minutes. The whole mixture was maintained at reflux for a further 150 minutes. The mixture was then allowed to cool just below boili... Reactants: ClC=1C=CC2=C(CCC=3C(=NC=CC3)C2C2CCNCC2)C1 (8-Chloro-6,11-dihydro-11-(4-piperidinyl)-5H-benzo[5,6]cyclohepta-[1,2-b]pyridine), product, ClC(=O)OCC (Ethyl chloroformate). Run in C1(=CC=CC=C1)C (toluene). Reaction conditions: temperature 120 celsius. Product: ClC=1C=CC2=C(CCC=3C(=NC=CC3)C2C2CCN(CC2)C(=O)OCC)C1 (ETHYL 4-(8-CHLORO-6,11-DIHYDRO-5H-BENZO-[5,6]CYCLOHEPTA(1,2-b]PYRIDIN-11-YL)-1-PIPERIDINE-CARBOXYLATE). RXN SMILES: [Cl:1][C:2]1[CH:3]=[CH:4][C:5]2[CH:15]([CH:16]3[CH2:21][CH2:20][NH:19][CH2:18][CH2:17]3)[C:10]3=[N:11][CH:12]=[CH:13][CH:14]=[C:9]3[CH2:8][CH2:7][C:6]=2[CH:22]=1.Cl[C:24]([O:26][CH2:27][CH3:28])=[O:25]>C1(C)C=CC=CC=1>[Cl:1][C:2]1[CH:3]=[CH:4][C:5]2[CH:15]([CH:16]3[CH2:17][CH2:18][N:19]([C:24]([O:26][CH2:27][CH3:28])=[O:25])[CH2:20][CH2:21]3)[C:10]3=[N:11][CH:12]=[CH:13][CH:14]=[C:9]3[CH2:8][CH2:7][C:6]=2[CH:22]=1. Reported procedure: 8-Chloro-6,11-dihydro-11-(4-piperidinyl)-5H-benzo[5,6]cyclohepta-[1,2-b]pyridine (product from Example 24A) (4.18 g, 13 mmol) was dissolved in toluene (175 mL). Ethyl chloroformate(11.6 g, 110 mmol, 10.2 mL) was then added and the reaction mixture was heated to ˜120° C. overnight. All volatiles were stripped off and the crude product was purified on silica gel column eluting with 50% EtOAc-hexanes to give the title compound as a white solid(MH+ 385). Starting materials: ClC(Cl)Cl, COc1ccc(C(C)C)cc1-c1ccc(OC(F)(F)F)cc1CN(Cc1cc(C(F)(F)F)cc(C(F)(F)F)c1)c1ncc(OCCCC(=O)OC(C)(C)C)cn1, [Na+], [OH-]. The product is COc1ccc(C(C)C)cc1-c1ccc(OC(F)(F)F)cc1CN(Cc1cc(C(F)(F)F)cc(C(F)(F)F)c1)c1ncc(OCCCC(=O)O)cn1. Reaction SMILES: [CH:59]([Cl:60])([Cl:61])[Cl:62].[F:1][C:2]([c:3]1[cH:4][c:5]([CH2:6][N:7]([c:8]2[n:9][cH:10][c:11]([O:14][CH2:15][CH2:16][CH2:17][C:18](=[O:19])[O:20][C:21]([CH3:22])([CH3:23])[CH3:24])[cH:12][n:13]2)[CH2:25][c:26]2[c:27](-[c:37]3[c:38]([O:46][CH3:47])[cH:39][cH:40][c:41]([CH:43]([CH3:44])[CH3:45])[cH:42]3)[cH:28][cH:29][c:30]([O:32][C:33]([F:34])([F:35])[F:36])[cH:31]2)[cH:48][c:49]([C:51]([F:52])([F:53])[F:54])[cH:50]1)([F:55])[F:56].[Na+:58].[OH-:57]>>[F:1][C:2]([c:3]1[cH:4][c:5]([CH2:6][N:7]([c:8]2[n:9][cH:10][c:11]([O:14][CH2:15][CH2:16][CH2:17][C:18](=[O:19])[OH:20])[cH:12][n:13]2)[CH2:25][c:26]2[c:27](-[c:37]3[c:38]([O:46][CH3:47])[cH:39][cH:40][c:41]([CH:43]([CH3:44])[CH3:45])[cH:42]3)[cH:28][cH:29][c:30]([O:32][C:33]([F:34])([F:35])[F:36])[cH:31]2)[cH:48][c:49]([C:51]([F:52])([F:53])[F:54])[cH:50]1)([F:55])[F:56]. Starting materials: Cl (hydrochloric acid), C(C)O (ethanol), CCCCCC.C(C)(=O)OCC (hexane ethyl acetate). Yields the product C1(=CCCCC1)C1=C(C2=CC=CC=C2C=C1)O (2-Cyclohexenyl-1-naphthol). Isolated yield 62.0%. RXN SMILES: Cl.[CH3:2][CH2:3][CH2:4][CH2:5][CH2:6][CH3:7].C([O:11][CH2:12][CH3:13])(=O)C.[CH2:14](O)[CH3:15]>>[C:4]1([C:15]2[CH:14]=[CH:7][C:6]3[C:13](=[CH:2][CH:3]=[CH:4][CH:5]=3)[C:12]=2[OH:11])[CH2:3][CH2:2][CH2:7][CH2:6][CH:5]=1 |f:1.2|. Procedure details: A solution of the product of part A (3.30 g, 0.012 mole) in ethanol (100 mL) and 1.0N hydrochloric acid (100 mL) was stirred at room temperature for 5 hours. The ethanol was removed under reduced pressure, and the crude product was isolated by extraction with ethyl acetate. Chromatography with 95:5 hexane/ethyl acetate provided a white solid which was recrystallized (hexane) to give the title compound (1.59 g, 62%) as white crystals, mp 82°-83°.